From a dataset of the Open Reaction Database (ORD), a public repository of structured organic reaction records. describe an organic reaction: reactants, conditions, products, and yield Reactants: BrC=1SC=CN1 (2-bromo-1,3-thiazole), N1CCC(CC1)C(=O)OCC (ethyl piperidine-4-carboxylate). The solvent is ClCCl (dichloromethane). Reaction conditions: temperature 100 celsius. Product: S1C(=NC=C1)N1CCC(CC1)C(=O)OCC (ethyl 1-(1,3-thiazol-2-yl)piperidine-4-carboxylate). The yield is 62.9%. RXN SMILES: Br[C:2]1[S:3][CH:4]=[CH:5][N:6]=1.[NH:7]1[CH2:12][CH2:11][CH:10]([C:13]([O:15][CH2:16][CH3:17])=[O:14])[CH2:9][CH2:8]1>ClCCl>[S:3]1[CH:4]=[CH:5][N:6]=[C:2]1[N:7]1[CH2:12][CH2:11][CH:10]([C:13]([O:15][CH2:16][CH3:17])=[O:14])[CH2:9][CH2:8]1. Procedure: A mixture of 2-bromo-1,3-thiazole (522 mg, 3.18 mmol) and ethyl piperidine-4-carboxylate (1 g, 6.36 mmol) was heated to 100° C. neat overnight, then cooled to room temperature. The residue was dissolved in dichloromethane and directly purified by CombiFlash (0-40% ethyl acetate/hexanes) to provide 654 mg (2.7 2 mmol, 86% yield) of ethyl 1-(1,3-thiazol-2-yl)piperidine-4-carboxylate as a colorless oil.